This data is from the Open Reaction Database (ORD), a public repository of structured organic reaction records. The task is: describe an organic reaction: reactants, conditions, products, and yield Reactants: COc1cccc2c1OC(COS(=O)(=O)c1ccc(C)cc1)C=C2, CS(C)=O, CCOC(C)=O, Fc1ccc2[nH]cc(C3=CCNCC3)c2c1. Yields the product COc1cccc2c1OC(CN1CC=C(c3c[nH]c4ccc(F)cc34)CC1)C=C2. Reaction SMILES: [CH3:1][c:2]1[cH:3][cH:4][c:5]([S:6]([O:7][CH2:12][CH:13]2[O:14][c:15]3[c:16]([O:23][CH3:24])[cH:17][cH:18][cH:19][c:20]3[CH:21]=[CH:22]2)(=[O:8])=[O:9])[cH:10][cH:11]1.[CH3:41][S:42]([CH3:43])=[O:44].[CH3:45][CH2:46][O:47][C:48](=[O:49])[CH3:50].[F:25][c:26]1[cH:27][c:28]2[c:29]([C:35]3=[CH:40][CH2:39][NH:38][CH2:37][CH2:36]3)[cH:30][nH:31][c:32]2[cH:33][cH:34]1>>[CH2:12]([CH:13]1[O:14][c:15]2[c:16]([O:23][CH3:24])[cH:17][cH:18][cH:19][c:20]2[CH:21]=[CH:22]1)[N:38]1[CH2:37][CH2:36][C:35]([c:29]2[c:28]3[cH:27][c:26]([F:25])[cH:34][cH:33][c:32]3[nH:31][cH:30]2)=[CH:40][CH2:39]1.